Dataset: the Open Reaction Database (ORD), a public repository of structured organic reaction records. Task: describe an organic reaction: reactants, conditions, products, and yield The reactants are Cl.CC1(CCNCC1)O (4-methylpiperidin-4-ol monohydrochloride), C(C)(C)(C)OC(=O)N1C[C@@H](C[C@@H](C1)N(CC(C)C)C(=O)C=1C(=NC(=NC1)C(C)(C)C)NCC=1OC=CC1)C(=O)O ((3R*,5S*)-1-(tert-Butoxycarbonyl)-5-[({2-tert-butyl-4-[(2-furylmethyl)amino]pyrimidin-5-yl}carbonyl)(isobutyl)amino]piperidine-3-carboxylic acid), C=1C=CC2=C(C1)N=NN2O (HOBt), CCN=C=NCCCN(C)C.Cl (WSC.HCl). Run in C(C)N(CC)CC (triethylamine), C(C)#N (acetonitrile). Reaction conditions: time 15 hour. Product: C(C)(C)(C)C1=NC=C(C(=N1)NCC=1OC=CC1)C(=O)N([C@H]1CN(C[C@H](C1)C(=O)N1CCC(CC1)(C)O)C(=O)OC(C)(C)C)CC(C)C (tert-butyl (3R*,5S*)-3-[({2-tert-butyl-4-[(2-furylmethyl)amino]pyrimidin-5-yl}carbonyl)(isobutyl)amino]-5-[(4-hydroxy-4-methylpiperidin-1-yl)carbonyl]piperidine-1-carboxylate). The yield is 94.3%. RXN SMILES: [C:1]([O:5][C:6]([N:8]1[CH2:13][C@@H:12]([N:14]([C:19]([C:21]2[C:22]([NH:31][CH2:32][C:33]3[O:34][CH:35]=[CH:36][CH:37]=3)=[N:23][C:24]([C:27]([CH3:30])([CH3:29])[CH3:28])=[N:25][CH:26]=2)=[O:20])[CH2:15][CH:16]([CH3:18])[CH3:17])[CH2:11][C@@H:10]([C:38](O)=[O:39])[CH2:9]1)=[O:7])([CH3:4])([CH3:3])[CH3:2].C1C=CC2N(O)N=NC=2C=1.CCN=C=NCCCN(C)C.Cl.Cl.[CH3:64][C:65]1([OH:71])[CH2:70][CH2:69][NH:68][CH2:67][CH2:66]1>C(#N)C.C(N(CC)CC)C>[C:27]([C:24]1[N:23]=[C:22]([NH:31][CH2:32][C:33]2[O:34][CH:35]=[CH:36][CH:37]=2)[C:21]([C:19]([N:14]([CH2:15][CH:16]([CH3:18])[CH3:17])[C@@H:12]2[CH2:11][C@H:10]([C:38]([N:68]3[CH2:69][CH2:70][C:65]([OH:71])([CH3:64])[CH2:66][CH2:67]3)=[O:39])[CH2:9][N:8]([C:6]([O:5][C:1]([CH3:2])([CH3:4])[CH3:3])=[O:7])[CH2:13]2)=[O:20])=[CH:26][N:25]=1)([CH3:28])([CH3:29])[CH3:30] |f:2.3,4.5|. Reported procedure: (3R*,5S*)-1-(tert-Butoxycarbonyl)-5-[({2-tert-butyl-4-[(2-furylmethyl)amino]pyrimidin-5-yl}carbonyl)(isobutyl)amino]piperidine-3-carboxylic acid (100 mg), HOBt (41 mg) and WSC.HCl (52 mg) were dissolved in acetonitrile (3 ml), 4-methylpiperidin-4-ol monohydrochloride (27 mg) and triethylamine (75 μl) were added and the mixture was stirred at room temperature for 15 hr. The reaction mixture was concentrated, the residue was diluted with water, and the mixture was extracted with ethyl acetate. The...